From a dataset of the Open Reaction Database (ORD), a public repository of structured organic reaction records. describe an organic reaction: reactants, conditions, products, and yield Starting materials: ClC=1C=C(C(=O)OO)C=CC1 (3-Chloroperoxybenzoic acid), CN1N=CC(=C1)C=1C=C2C(=NC1)C=CC1=C(C2=O)C=C(C=C1)CS(=O)(=O)NCC1=NC=CC=C1 (1-[3-(1-methyl-1H-pyrazol-4-yl)-5-oxo-5H-benzo[4,5]cyclohepta[1,2-b]pyridin-7-yl]-N-(pyridin-2-ylmethyl)methanesulfonamide), C(O)([O-])=O.[Na+] (sodium hydrogen carbonate). Solvent: ClCCl (dichloromethane). Reaction conditions: time 15 minute. Product: CN1N=CC(=C1)C=1C=C2C(=NC1)C=CC1=C(C2=O)C=C(C=C1)CS(=O)(=O)NCC1=[N+](C=CC=C1)[O-] (1-[3-(1-methyl-1H-pyrazol-4-yl)-5-oxo-5H-benzo[4,5]cyclohepta[1,2-b]pyridin-7-yl]-N-[(1-oxidopyridin-2-yl)methyl]methanesulfonamide). RXN SMILES: ClC1C=C(C=CC=1)C(OO)=[O:6].[CH3:12][N:13]1[CH:17]=[C:16]([C:18]2[CH:19]=[C:20]3[C:28](=[O:29])[C:27]4[CH:30]=[C:31]([CH2:34][S:35]([NH:38][CH2:39][C:40]5[CH:45]=[CH:44][CH:43]=[CH:42][N:41]=5)(=[O:37])=[O:36])[CH:32]=[CH:33][C:26]=4[CH:25]=[CH:24][C:21]3=[N:22][CH:23]=2)[CH:15]=[N:14]1.C(=O)([O-])O.[Na+]>ClCCl>[CH3:12][N:13]1[CH:17]=[C:16]([C:18]2[CH:19]=[C:20]3[C:28](=[O:29])[C:27]4[CH:30]=[C:31]([CH2:34][S:35]([NH:38][CH2:39][C:40]5[CH:45]=[CH:44][CH:43]=[CH:42][N+:41]=5[O-:6])(=[O:36])=[O:37])[CH:32]=[CH:33][C:26]=4[CH:25]=[CH:24][C:21]3=[N:22][CH:23]=2)[CH:15]=[N:14]1 |f:2.3|. Procedure details: 3-Chloroperoxybenzoic acid (26.1 mg, 0.106 mmol) was added to a solution of 1-[3-(1-methyl-1H-pyrazol-4-yl)-5-oxo-5H-benzo[4,5]cyclohepta[1,2-b]pyridin-7-yl]-N-(pyridin-2-ylmethyl)methanesulfonamide (50 mg, 0.106 mmol) in dichloromethane (1.06 mL) at 0 C. After 15 min., the reaction was allowed to warm to room temperature and stirring was continued for 6 hr. Then, aqueous sodium hydrogen carbonate (saturated, 50 mL) was added, and the mixture was extracted with dichloromethane (3×50 mL). The com... Reactants: ClC1=CC2=CN(N=C2C(=C1)C=O)COCC[Si](C)(C)C (5-Chloro-2-((2-(trimethylsilyl)ethoxy)methyl)-2H-indazole-7-carbaldehyde), C[Mg]Br (methylmagnesium bromide). The solvent is O1CCCC1 (tetrahydrofuran). Reaction conditions: temperature -78 celsius, time 1 hour. The product is ClC1=CC2=CN(N=C2C(=C1)C(C)O)COCC[Si](C)(C)C ((±)-1-(5-Chloro-2-((2-(trimethylsilyl)ethoxy)methyl)-2H-indazol-7-yl)ethanol). Reaction SMILES: [Cl:1][C:2]1[CH:10]=[C:9]([CH:11]=[O:12])[C:8]2[C:4](=[CH:5][N:6]([CH2:13][O:14][CH2:15][CH2:16][Si:17]([CH3:20])([CH3:19])[CH3:18])[N:7]=2)[CH:3]=1.[CH3:21][Mg]Br>O1CCCC1>[Cl:1][C:2]1[CH:10]=[C:9]([CH:11]([OH:12])[CH3:21])[C:8]2[C:4](=[CH:5][N:6]([CH2:13][O:14][CH2:15][CH2:16][Si:17]([CH3:20])([CH3:19])[CH3:18])[N:7]=2)[CH:3]=1. Reported procedure: 5-Chloro-2-((2-(trimethylsilyl)ethoxy)methyl)-2H-indazole-7-carbaldehyde (0.88 g, 2.83 mmol) was dissolved in tetrahydrofuran (10 mL), cooled to −78° C. and treated with methylmagnesium bromide (3.0 M in diethyl ether, 0.9 mL, 2.83 mmol) over several minutes. After 1 h, cooling was removed and stirring continued for 1 h at room temperature. The reaction was cooled to 0° C., treated with saturated ammonium chloride and diluted with ethyl acetate. The layers were separated. The organic layer was w... Reactants: NCCCN1C(CCC1)=O (1-(3-aminopropyl)-2-pyrrolidone), S=C1NC(SC1)=O (4-thioxo-1,3-thiazolidin-2-one). Run in C(C)O (ethanol). Run at time 8 hour. Product: O=C1N(CCC1)CCCNC1=NC(SC1)=O (4-{[3-(2-oxopyrrolidin-1-yl)propyl]amino}thiazol-2(5H)-one). RXN SMILES: [NH2:1][CH2:2][CH2:3][CH2:4][N:5]1[CH2:9][CH2:8][CH2:7][C:6]1=[O:10].S=[C:12]1[CH2:16][S:15][C:14](=[O:17])[NH:13]1>C(O)C>[O:10]=[C:6]1[CH2:7][CH2:8][CH2:9][N:5]1[CH2:4][CH2:3][CH2:2][NH:1][C:12]1[CH2:16][S:15][C:14](=[O:17])[N:13]=1. Procedure details: To a solution of 1-(3-aminopropyl)-2-pyrrolidone (1.12 mL) in ethanol (40 mL) was added 4-thioxo-1,3-thiazolidin-2-one (1.00 g), and the mixture was stirred at room temperature overnight. The precipitate was collected by filtration and washed with ethyl acetate to give the title compound (1.56 g). Reactants: CC(C)(C)[Si](OC[C@@H]1CCC(O1)=O)(C)C ((S)-5-[[[(1,1-Dimethylethyl)dimethylsilyl]oxy]methyl]dihydro-2(3H)-furanone), COC=1C=CC(=CC1)P2(=S)SP(=S)(S2)C=3C=CC(=CC3)OC (Lawesson's Reagent). Run in C1(=CC=CC=C1)C (toluene). Yields the product CC(C)(C)[Si](OC[C@@H]1CCC(O1)=S)(C)C ((S)-5-[[[(1,1-Dimethylethyl)dimethylsilyl]oxy]methyl]dihydro-2(3H)-furanthione). Isolated yield 114.0%. RXN SMILES: [CH3:1][C:2]([Si:5]([CH3:15])([CH3:14])[O:6][CH2:7][C@H:8]1[O:12][C:11](=O)[CH2:10][CH2:9]1)([CH3:4])[CH3:3].COC1C=CC(P2(SP(C3C=CC(OC)=CC=3)(=S)S2)=[S:25])=CC=1>C1(C)C=CC=CC=1>[CH3:1][C:2]([Si:5]([CH3:15])([CH3:14])[O:6][CH2:7][C@H:8]1[O:12][C:11](=[S:25])[CH2:10][CH2:9]1)([CH3:4])[CH3:3]. Procedure details: The title compound is prepared by the procedure of Example 353 using 0.868 g of product from Example 359, 10 ml of toluene and 0.763 g of Lawesson's Reagent to give 0.530 g of the desired product.